This data is from the Open Reaction Database (ORD), a public repository of structured organic reaction records. The task is: describe an organic reaction: reactants, conditions, products, and yield The reactants are C(C)(=O)O[C@H]1C(O[C@@H]([C@H]([C@@H]1OC(C)=O)OC(C)=O)COC(C)=O)N=C=S (2,3,4,6-tetra-O-acetyl-D-glucopyranosyl isothiocyanate), NC=1NC2=C(N1)C=CC=C2 (2-aminobenzimidazole). Solvent: C=1(C(=CC=CC1)C)C (xylene). Run at temperature 100 celsius. Yields the product C(C)(=O)O[C@H]1[C@@H](O[C@@H]([C@H]([C@@H]1OC(C)=O)OC(C)=O)COC(C)=O)NC(=S)NC=1NC2=C(N1)C=CC=C2 (1-(2,3,4,6-Tetra-O-acetyl-β-D-glucopyranosyl)-3-(benzimidazol-2-yl)-2-thiourea). As a reaction SMILES: [C:1]([O:4][C@@H:5]1[C@@H:10]([O:11][C:12](=[O:14])[CH3:13])[C@H:9]([O:15][C:16](=[O:18])[CH3:17])[C@@H:8]([CH2:19][O:20][C:21](=[O:23])[CH3:22])[O:7][CH:6]1[N:24]=[C:25]=[S:26])(=[O:3])[CH3:2].[NH2:27][C:28]1[NH:29][C:30]2[CH:36]=[CH:35][CH:34]=[CH:33][C:31]=2[N:32]=1>C1(C)C(C)=CC=CC=1>[C:1]([O:4][C@@H:5]1[C@@H:10]([O:11][C:12](=[O:14])[CH3:13])[C@H:9]([O:15][C:16](=[O:18])[CH3:17])[C@@H:8]([CH2:19][O:20][C:21](=[O:23])[CH3:22])[O:7][C@H:6]1[NH:24][C:25]([NH:27][C:28]1[NH:29][C:30]2[CH:36]=[CH:35][CH:34]=[CH:33][C:31]=2[N:32]=1)=[S:26])(=[O:3])[CH3:2]. Reported procedure: To 10 ml of anhydrous xylene were added 390 mg (1 mmol) of 2,3,4,6-tetra-O-acetyl-D-glucopyranosyl isothiocyanate and 135 mg (1 mmol) of 2-aminobenzimidazole (MW 133) and the mixture was heated at 100° C. for 1 hour and allowed to cool to room temperature. Crystals formed were filtered off and recrystallized from methanol to give colourless needles melting between 162° and 165° C. (uncorrected). Yield: 245 mg (47%). Reactants: C(C=C)Br (allyl bromide), [OH-].[K+] (potassium hydroxide), ethyl ester, FC(C1=NNC=C1C(=O)O)F (3-(difluoromethyl)-1H-pyrazole-4-carboxylic acid), C(C)O (ethanol), C(C)O (ethanol). Run at time 8 hour. Yields the product FC(C1=NN(C=C1C(=O)OCC)CC=C)F (Ethyl 3-(difluoromethyl)-1-(2-propenyl)-1H-pyrazole-4-carboxylate). RXN SMILES: [OH-].[K+].[F:3][CH:4]([F:13])[C:5]1[C:9]([C:10]([OH:12])=[O:11])=[CH:8][NH:7][N:6]=1.[CH2:14](Br)[CH:15]=[CH2:16].[CH2:18](O)[CH3:19]>>[F:13][CH:4]([F:3])[C:5]1[C:9]([C:10]([O:12][CH2:18][CH3:19])=[O:11])=[CH:8][N:7]([CH2:14][CH:15]=[CH2:16])[N:6]=1 |f:0.1|. Procedure: To a solution of potassium hydroxide (3.5 g) in ethanol (50 mL) at 0° C. was added dropwise the ethyl ester of 3-(difluoromethyl)-1H-pyrazole-4-carboxylic acid (10.1 g) in ethanol (50 mL), followed by dropwise addition of allyl bromide (4.6 mL). The mixture was stirred overnight, partitioned between ether and 2N HCl. The ether layer was dried (MgSO4) and concentrated in vacuo leaving an oil (11.4 g). The oil was distilled (Kugelrohr 80-85 ° C., 0.3 mm) to give the isomer of the desired product a... Reactants: [N+](=O)([O-])C1=C(C(=O)NC2CCN(CC2)CCCOC2=CC3=C(C4=C(C(O3)=O)CCC4)C=C2)C=CC=C1 (2,3-dihydro-7-{3-[4-(2-nitrobenzamido)-piperidino]-propoxy}-cyclopenta[c][1]benzopyran-4(1H)-one), compound, [H][H] (hydrogen). The reagents and catalysts are [Ni] (Raney nickel). Solvent: C(C)O (ethanol). The product is NC1=C(C(=O)NC2CCN(CC2)CCCOC2=CC3=C(C4=C(C(O3)=O)CCC4)C=C2)C=CC=C1 (7-{3-[4-(2-Aminobenzamido)-piperidino]-propoxy}-2,3dihydrocyclopenta[c][1]benzopyran-4(1H)-one). RXN SMILES: [N+:1]([C:4]1[CH:36]=[CH:35][CH:34]=[CH:33][C:5]=1[C:6]([NH:8][CH:9]1[CH2:14][CH2:13][N:12]([CH2:15][CH2:16][CH2:17][O:18][C:19]2[CH:32]=[CH:31][C:22]3[C:23]4[CH2:30][CH2:29][CH2:28][C:24]=4[C:25](=[O:27])[O:26][C:21]=3[CH:20]=2)[CH2:11][CH2:10]1)=[O:7])([O-])=O.[H][H]>[Ni].C(O)C>[NH2:1][C:4]1[CH:36]=[CH:35][CH:34]=[CH:33][C:5]=1[C:6]([NH:8][CH:9]1[CH2:10][CH2:11][N:12]([CH2:15][CH2:16][CH2:17][O:18][C:19]2[CH:32]=[CH:31][C:22]3[C:23]4[CH2:30][CH2:29][CH2:28][C:24]=4[C:25](=[O:27])[O:26][C:21]=3[CH:20]=2)[CH2:13][CH2:14]1)=[O:7]. Procedure details: A solution of 1.47 g. (3 mMol) 2,3-dihydro-7-{3-[4-(2-nitrobenzamido)-piperidino]-propoxy}-cyclopenta[c][1]benzopyran-4(1H)-one (compound of Example 48) in 100 ml. ethanol is hydrogenated over 1 g. Raney nickel at ambient temperature and 1 bar hydrogen pressure. After filtration, the filtrate is evaporated and the residue is recrystallized from ethanol. There is obtained 0.85 g. (62% of theory) of the desired compound; m.p. 269°-270° C. Starting materials: [S-]C#N.[Na+] (sodium thiocyanate), N(=NC(C)(CC(C)C)Cl)C(C)(CC(C)C)Cl (2,2'-azobis(2-chloro-4-methylpentane)), [N-]=C=S (isothiocyanate), O (water). Run in C(C)(C)O (isopropanol), CCCCC (pentane). Run at time 60 minute. Product: N(=NC(C)(CC(C)C)N=C=S)C(C)(CC(C)C)N=C=S (2,2'-Azobis(2-isothiocyanato-4-methylpentane)). RXN SMILES: [S-:1][C:2]#[N:3].[Na+].[N:5]([C:14](Cl)([CH2:16][CH:17]([CH3:19])[CH3:18])[CH3:15])=[N:6][C:7](Cl)([CH2:9][CH:10]([CH3:12])[CH3:11])[CH3:8].O.[N-:22]=[C:23]=[S:24]>C(O)(C)C.CCCCC>[N:5]([C:14]([N:22]=[C:23]=[S:24])([CH2:16][CH:17]([CH3:19])[CH3:18])[CH3:15])=[N:6][C:7]([N:3]=[C:2]=[S:1])([CH2:9][CH:10]([CH3:12])[CH3:11])[CH3:8] |f:0.1|. Procedure details: To a stirred solution of 19.2 grams (0.22 moles) of sodium thiocyanate in 120 ml of 75% aqueous isopropanol in a 250 ml erlenmeyer flask was added 26.7 grams (0.1 mole) of 2,2'-azobis(2-chloro-4-methylpentane) (from Example XXIXA) over 40 minutes while holding the temperature below 20° C. with a water bath. After the addition was complete the reaction mixture was stirred an additional 60 minutes at room temperature, poured into 300 ml water and extracted with pentane. The pentane extract was was... Procedure details: Argon was passed through a solution of 45 ml of 3-bromopyridine and 49.61 g of 5-hexynenitrile in 500 ml of dichloromethane and 150 ml of dry triethylamine for 15 minutes and 3.0 g of bis(triphenylphosphine)palladium dichloride and 0.45 g of cuprous iodide were added. The reaction flask was evacuated and refilled with argon and was heated to reflux for 12 hours. The resulting mixture was diluted with 1 L of dichloromethane and washed with 2×300 ml of water, 1×300 ml brine, dried over potassium c... The yield is 79.0%. Reagents/catalysts: Cl[Pd]([P](C1=CC=CC=C1)(C2=CC=CC=C2)C3=CC=CC=C3)([P](C4=CC=CC=C4)(C5=CC=CC=C5)C6=CC=CC=C6)Cl (bis(triphenylphosphine)palladium dichloride). The product is N1=CC(=CC=C1)C#CCCCC#N (6-(3-pyridinyl)-5-hexynenitrile). As a reaction SMILES: Br[C:2]1[CH:3]=[N:4][CH:5]=[CH:6][CH:7]=1.[C:8](#[N:14])[CH2:9][CH2:10][CH2:11][C:12]#[CH:13]>ClCCl.C(N(CC)CC)C.Cl[Pd](Cl)([P](C1C=CC=CC=1)(C1C=CC=CC=1)C1C=CC=CC=1)[P](C1C=CC=CC=1)(C1C=CC=CC=1)C1C=CC=CC=1>[N:4]1[CH:5]=[CH:6][CH:7]=[C:2]([C:13]#[C:12][CH2:11][CH2:10][CH2:9][C:8]#[N:14])[CH:3]=1 |^1:27,46|. The solvent is ClCCl (dichloromethane), C(C)N(CC)CC (triethylamine). Starting materials: BrC=1C=NC=CC1 (3-bromopyridine), C(CCCC#C)#N (5-hexynenitrile), cuprous iodide.